From a dataset of the Open Reaction Database (ORD), a public repository of structured organic reaction records. describe an organic reaction: reactants, conditions, products, and yield Reactants: [I-].[K+] (Potassium iodide), C1(CC1)CBr (cyclopropylmethyl bromide), CC(C)(C(CC(C(C)(C)C)=O)=O)C (2,2,6,6-tetramethyl-3,5-heptanedione), C([O-])([O-])=O.[K+].[K+] (potassium carbonate), C1(CC1)CBr (cyclopropylmethyl bromide). Run in C(C)O (ethanol). Reaction conditions: time 8 hour. Yields the product CC(C)(C(C(C(C(C)(C)C)=O)CC1CC1)=O)C (2,2,6,6-tetramethyl-4-(cyclopropylmethyl)-3,5-heptanedione). Reaction SMILES: [CH3:1][C:2]([CH3:13])([C:4](=[O:12])[CH2:5][C:6](=[O:11])[C:7]([CH3:10])([CH3:9])[CH3:8])[CH3:3].C(=O)([O-])[O-].[K+].[K+].[CH:20]1([CH2:23]Br)[CH2:22][CH2:21]1.[I-].[K+]>C(O)C>[CH3:8][C:7]([CH3:10])([C:6](=[O:11])[CH:5]([CH2:23][CH:20]1[CH2:22][CH2:21]1)[C:4](=[O:12])[C:2]([CH3:13])([CH3:1])[CH3:3])[CH3:9] |f:1.2.3,5.6|. Reported procedure: To a solution of 2,2,6,6-tetramethyl-3,5-heptanedione (18.4 g) in ethanol (100 ml) was added potassium carbonate (20.7 g) followed by cyclopropylmethyl bromide (13.5 g). The mixture was heated at reflux for 16 hours. Potassium iodide (2 g) and further cyclopropylmethyl bromide (2 g) was added to the reaction mixture and reflux continued for a further 8 hours. The reaction mixture was cooled and concentrated in vacuo. To the residue was added water and the resultant mixture was extracted with eth... Reactants: N1=CC=C(C=C1)N1CCC(CC1)C(=O)O (1-(4-pyridinyl)-4-piperidinecarboxylic acid), NN1C(CN(CC1)S(=O)(=O)C1=CC2=CC=C(C=C2C=C1)Cl)=O (1-amino-4-(6-chloronaphthalene-2-sulfonyl)-2-piperazinone), C=1C=CC2=C(C1)N=NN2O (HOBt), CCN=C=NCCCN(C)C (WSC). Run in CN(C)C=O (DMF). Conditions: temperature 0 celsius, time 1 hour. The product is ClC=1C=C2C=CC(=CC2=CC1)S(=O)(=O)N1CC(N(CC1)NC(=O)C1CCN(CC1)C1=CC=NC=C1)=O (N-[4-(6-Chloronaphthalene-2-sulfonyl)-2-oxo-1-piperazinyl]-1-(4-pyridyl)-4-piperidinecarboxamide). The yield is 44.0%. As a reaction SMILES: [N:1]1[CH:6]=[CH:5][C:4]([N:7]2[CH2:12][CH2:11][CH:10]([C:13]([OH:15])=O)[CH2:9][CH2:8]2)=[CH:3][CH:2]=1.C1C=CC2N(O)N=NC=2C=1.CCN=C=NCCCN(C)C.[NH2:37][N:38]1[CH2:43][CH2:42][N:41]([S:44]([C:47]2[CH:56]=[CH:55][C:54]3[C:49](=[CH:50][CH:51]=[C:52]([Cl:57])[CH:53]=3)[CH:48]=2)(=[O:46])=[O:45])[CH2:40][C:39]1=[O:58]>CN(C=O)C>[Cl:57][C:52]1[CH:53]=[C:54]2[C:49](=[CH:50][CH:51]=1)[CH:48]=[C:47]([S:44]([N:41]1[CH2:42][CH2:43][N:38]([NH:37][C:13]([CH:10]3[CH2:9][CH2:8][N:7]([C:4]4[CH:3]=[CH:2][N:1]=[CH:6][CH:5]=4)[CH2:12][CH2:11]3)=[O:15])[C:39](=[O:58])[CH2:40]1)(=[O:45])=[O:46])[CH:56]=[CH:55]2. Procedure: A solution of 1-(4-pyridinyl)-4-piperidinecarboxylic acid (102 mg) and HOBt (153 mg) in DMF (25 ml) was combined with WSC (192 mg) at 0° C. and stirred at 0° C. for 1 hour. The reaction mixture was combined with 1-amino-4-(6-chloronaphthalene-2-sulfonyl)-2-piperazinone (170 mg) obtained in Example 3 and stirred at room temperature for 2 days. The reaction mixture was concentrated and the residue obtained was partitioned between dichloromethane and aqueous sodium bicarbonate, and the organic phas... The reactants are ClC=1C=CC(=C(C1)C1=C(C=CC=C1)B(O)O)OCC1=CC=CC=C1 ({5′-chloro-2′-[(phenylmethyl)oxy]-2-biphenylyl}boronic acid), BrC1=CC=CC(=N1)C(=O)OCC (ethyl 6-bromopicolinate), C([O-])([O-])=O.[K+].[K+] (potassium carbonate). Reagents/catalysts: C=1C=CC(=CC1)[P](C=2C=CC=CC2)(C=3C=CC=CC3)[Pd]([P](C=4C=CC=CC4)(C=5C=CC=CC5)C=6C=CC=CC6)([P](C=7C=CC=CC7)(C=8C=CC=CC8)C=9C=CC=CC9)[P](C=1C=CC=CC1)(C=1C=CC=CC1)C=1C=CC=CC1 (tetrakis(triphenylphosphine)palladium(0)). Run in C1(=CC=CC=C1)C.C(C)O (toluene ethanol). Reaction conditions: temperature 90 celsius. The product is ClC=1C=CC(=C(C1)C1=C(C=CC=C1)C1=CC=CC(=N1)C(=O)OCC)OCC1=CC=CC=C1 (Ethyl 6-{5′-chloro-2′-[(phenylmethyl)oxy]-2-biphenylyl}2-pyridinecarboxylate). Isolated yield 83.4%. As a reaction SMILES: [Cl:1][C:2]1[CH:3]=[CH:4][C:5]([O:17][CH2:18][C:19]2[CH:24]=[CH:23][CH:22]=[CH:21][CH:20]=2)=[C:6]([C:8]2[CH:13]=[CH:12][CH:11]=[CH:10][C:9]=2B(O)O)[CH:7]=1.Br[C:26]1[N:31]=[C:30]([C:32]([O:34][CH2:35][CH3:36])=[O:33])[CH:29]=[CH:28][CH:27]=1.C(=O)([O-])[O-].[K+].[K+]>C1C=CC([P]([Pd]([P](C2C=CC=CC=2)(C2C=CC=CC=2)C2C=CC=CC=2)([P](C2C=CC=CC=2)(C2C=CC=CC=2)C2C=CC=CC=2)[P](C2C=CC=CC=2)(C2C=CC=CC=2)C2C=CC=CC=2)(C2C=CC=CC=2)C2C=CC=CC=2)=CC=1.C1(C)C=CC=CC=1.C(O)C>[Cl:1][C:2]1[CH:3]=[CH:4][C:5]([O:17][CH2:18][C:19]2[CH:24]=[CH:23][CH:22]=[CH:21][CH:20]=2)=[C:6]([C:8]2[CH:13]=[CH:12][CH:11]=[CH:10][C:9]=2[C:26]2[N:31]=[C:30]([C:32]([O:34][CH2:35][CH3:36])=[O:33])[CH:29]=[CH:28][CH:27]=2)[CH:7]=1 |f:2.3.4,6.7,^1:46,48,67,86|. Procedure: A mixture of {5′-chloro-2′-[(phenylmethyl)oxy]-2-biphenylyl}boronic acid (1.32 g, 3.9 mmol), ethyl 6-bromopicolinate (851 mg, 3.7 mmol), potassium carbonate (2.76 g, 20 mmol) and tetrakis(triphenylphosphine)palladium(0) (232 mg, 0.2 mmol) in 1:1 toluene/ethanol (25 ml) was stirred and heated at 90° C. under nitrogen for 1.5 hours. After cooling and dilution with diethyl ether/water the organic phase was separated, dried (magnesium sulphate) and evaporated. The residue was chromatographed on sili... Reactants: [O-]CC.[Na+] (sodium ethoxide), C(CC(=O)OCC)(=O)OCC (diethyl malonate), C1(CC1)C1=CC(=NN1)N (5-cyclopropyl-1H-pyrazol-3-amine). The solvent is Cl (hydrochloric acid). Yields the product C1(CC1)C1=NN2C(NC(C=C2O)=O)=C1 (2-cyclopropyl-7-hydroxypyrazolo[1,5-a]pyrimidin-5(4H)-one). Reaction SMILES: [O-]CC.[Na+].[C:5]([O:13]CC)(=O)[CH2:6][C:7]([O:9]CC)=O.[CH:16]1([C:19]2[NH:23][N:22]=[C:21]([NH2:24])[CH:20]=2)[CH2:18][CH2:17]1>Cl>[CH:16]1([C:19]2[CH:20]=[C:21]3[NH:24][C:7](=[O:9])[CH:6]=[C:5]([OH:13])[N:22]3[N:23]=2)[CH2:18][CH2:17]1 |f:0.1|. Reported procedure: A sodium ethoxide solution (EtOH/EtONa, 0.5 N, 400 ml) containing diethyl malonate (50 mmol, 1 eq., 5.8 ml, 6.6 g) and 5-cyclopropyl-1H-pyrazol-3-amine (50 mmol, 1 eq., 6.16 g) is refluxed for 7 hours. After cooling to room temperature, an aqueous hydrochloric acid solution (5 N, 240 ml) is added until pH 5 is obtained. Volatiles are then removed under reduce pressure and the residue dried under vacuum to afford 2-cyclopropyl-7-hydroxypyrazolo[1,5-a]pyrimidin-5(4H)-one x271. To this residue is s... Reported procedure: With the procedure of Example 477, the reaction of 5-cyanoisoxazole and 2-amino-4-methyl-3-ethoxycarbonyl-thiophene, and the subsequent reaction with POCl3 yields 4-chloro-2-(isoxazol-5-yl)-5-methyl-thieno-[2,3-d]-pyrimidine Starting materials: C(#N)C1=CC=NO1 (5-cyanoisoxazole), NC=1SC=C(C1C(=O)OCC)C (2-amino-4-methyl-3-ethoxycarbonyl-thiophene), O=P(Cl)(Cl)Cl (POCl3). Reaction SMILES: [C:1]([C:3]1[O:7][N:6]=[CH:5][CH:4]=1)#[N:2].[NH2:8][C:9]1[S:10][CH:11]=[C:12]([CH3:19])[C:13]=1[C:14](OCC)=O.O=P(Cl)(Cl)[Cl:22]>>[Cl:22][C:14]1[C:13]2[C:12]([CH3:19])=[CH:11][S:10][C:9]=2[N:8]=[C:1]([C:3]2[O:7][N:6]=[CH:5][CH:4]=2)[N:2]=1. Yields the product ClC=1C2=C(N=C(N1)C1=CC=NO1)SC=C2C (4-chloro-2-(isoxazol-5-yl)-5-methyl-thieno-[2,3-d]-pyrimidine). Reactants: Br, ClCCl, CC(=O)CC(C)C, CCN(C(C)C)C(C)C, CNc1nc(-c2ccc(CCCl)cc2)cs1, [I-], [Na+], [Na+], [Na+], O=C([O-])[O-], c1ccc2c(N3CCNCC3)cccc2c1. Yields the product CNc1nc(-c2ccc(CCN3CCN(c4cccc5ccccc45)CC3)cc2)cs1. RXN SMILES: [BrH:1].[CH2:51]([Cl:52])[Cl:53].[CH3:54][C:55]([CH2:56][CH:57]([CH3:58])[CH3:59])=[O:60].[CH:34]([N:35]([CH:36]([CH3:37])[CH3:38])[CH2:39][CH3:40])([CH3:41])[CH3:42].[Cl:2][CH2:3][CH2:4][c:5]1[cH:6][cH:7][c:8](-[c:11]2[n:12][c:13]([NH:16][CH3:17])[s:14][cH:15]2)[cH:9][cH:10]1.[I-:50].[Na+:43].[Na+:44].[Na+:49].[O-:45][C:46](=[O:47])[O-:48].[c:18]1([N:28]2[CH2:29][CH2:30][NH:31][CH2:32][CH2:33]2)[cH:19][cH:20][cH:21][c:22]2[cH:23][cH:24][cH:25][cH:26][c:27]12>>[CH2:3]([CH2:4][c:5]1[cH:6][cH:7][c:8](-[c:11]2[n:12][c:13]([NH:16][CH3:17])[s:14][cH:15]2)[cH:9][cH:10]1)[N:31]1[CH2:30][CH2:29][N:28]([c:18]2[cH:19][cH:20][cH:21][c:22]3[cH:23][cH:24][cH:25][cH:26][c:27]23)[CH2:33][CH2:32]1. Starting materials: C(C)(C)(C)OC(=O)N1CCC(CC1)OC1=CC(=C(C=C1)CC(=O)N1CCC(CC1)N1C(CCC2=CC=CC=C12)=O)OCC(F)(F)F (1-(1-(4-(N-tert-butyloxycarbonyl-4-piperidinyloxy)-2-(2,2,2-trifluoroethoxy)phenylacetyl)piperidin-4-yl)-3,4-dihydro-quinolin-2(1H)-one), Cl (HCl). Run in CCOC(=O)C (EtOAc). Run at temperature 0 celsius, time 45 minute. Yields the product hydrochloride salt, N1CCC(CC1)OC1=CC(=C(C=C1)CC(=O)N1CCC(CC1)N1C(CCC2=CC=CC=C12)=O)OCC(F)(F)F (1-(1-(4-(4-piperidinyloxy)-2-(2,2,2-trifluoroethoxy)phenylacetyl)-piperidin-4-yl)-3,4-dihydroquinolin-2(1H)-one). Reaction SMILES: C(OC([N:8]1[CH2:13][CH2:12][CH:11]([O:14][C:15]2[CH:20]=[CH:19][C:18]([CH2:21][C:22]([N:24]3[CH2:29][CH2:28][CH:27]([N:30]4[C:39]5[C:34](=[CH:35][CH:36]=[CH:37][CH:38]=5)[CH2:33][CH2:32][C:31]4=[O:40])[CH2:26][CH2:25]3)=[O:23])=[C:17]([O:41][CH2:42][C:43]([F:46])([F:45])[F:44])[CH:16]=2)[CH2:10][CH2:9]1)=O)(C)(C)C.Cl>CCOC(C)=O>[NH:8]1[CH2:13][CH2:12][CH:11]([O:14][C:15]2[CH:20]=[CH:19][C:18]([CH2:21][C:22]([N:24]3[CH2:25][CH2:26][CH:27]([N:30]4[C:39]5[C:34](=[CH:35][CH:36]=[CH:37][CH:38]=5)[CH2:33][CH2:32][C:31]4=[O:40])[CH2:28][CH2:29]3)=[O:23])=[C:17]([O:41][CH2:42][C:43]([F:44])([F:45])[F:46])[CH:16]=2)[CH2:10][CH2:9]1. Reported procedure: Into a stirred solution of (N-tert-butyloxycarbonyl-4-piperidinyloxy)-2-(2,2,2-trifluoroethoxy)phenylacetyl)-piperidin-4-yl)-3,4-dihydroquinolin-2(1H)-one (1.2 g, 1.8 mmol) from Step 1 above in EtOAc (75 mL) at 0° C. was bubbled HCl gas for 15 min. The resulting suspension was stirred at 0° C. for 45 min. Excess HCl was removed by bubbling argon though the mixture for 15 min. Ether (150 mL) was added and the cold suspension was filtered. The solids were washed with additional ether and then drie... The reactants are BrC1=CC=C2C(=C1)NCC21CCOCC1 (6-bromo-2′,3′,5′,6′-tetrahydrospiro-[indoline-3,4′-pyran]), ClC1=C(C(=NC2=C(C=CC=C12)C)C)C (4-chloro-2,3,8-trimethylquinoline). Yields the product BrC1=CC=C2C(=C1)N(CC21CCOCC1)C1=C(C(=NC2=C(C=CC=C12)C)C)C (6-bromo-1-(2,3,8-trimethylquinolin-4-yl)-2′,3′,5′,6′-tetrahydrospiro[indoline-3,4′-pyran]). RXN SMILES: [Br:1][C:2]1[CH:7]=[C:6]2[NH:8][CH2:9][C:10]3([CH2:15][CH2:14][O:13][CH2:12][CH2:11]3)[C:5]2=[CH:4][CH:3]=1.Cl[C:17]1[C:26]2[C:21](=[C:22]([CH3:27])[CH:23]=[CH:24][CH:25]=2)[N:20]=[C:19]([CH3:28])[C:18]=1[CH3:29]>>[Br:1][C:2]1[CH:7]=[C:6]2[N:8]([C:17]3[C:26]4[C:21](=[C:22]([CH3:27])[CH:23]=[CH:24][CH:25]=4)[N:20]=[C:19]([CH3:28])[C:18]=3[CH3:29])[CH2:9][C:10]3([CH2:15][CH2:14][O:13][CH2:12][CH2:11]3)[C:5]2=[CH:4][CH:3]=1. Procedure details: Prepared according to procedure M using 6-bromo-2′,3′,5′,6′-tetrahydrospiro-[indoline-3,4′-pyran] (0.5 g, 1.86 mmol) and 4-chloro-2,3,8-trimethylquinoline (0.4219 g, 2.05 mmol) to give 6-bromo-1-(2,3,8-trimethylquinolin-4-yl)-2′,3′,5′,6′-tetrahydrospiro[indoline-3,4′-pyran]: 1H NMR (400 MHz, DMSO-d6) δ ppm 7.52 (2H, dd, J=17.2, 7.4 Hz), 7.37 (1H, dd, J=8.2, 7.0 Hz), 7.20 (1H, d, J=7.8 Hz), 6.78 (1H, dd, J=7.8, 1.6 Hz), 5.82 (1H, d, J=2.0 Hz), 3.83-4.00 (4H, m), 3.39-3.54 (2H, m), 2.73 (3H, s), 2... Reactants: ClC=1C=2N(C=C(C1)C(F)(F)F)C(=C(N2)C)C(=O)OCC (ethyl 8-chloro-2-methyl-6-(trifluoromethyl)imidazo[1,2-a]pyridine-3-carboxylate), CC1(OB(OC1(C)C)C1=CN=C(O1)[Si](C(C)C)(C(C)C)C(C)C)C (5-(4,4,5,5-tetramethyl-1,3,2-dioxaborolan-2-yl)-2-(triisopropylsilyl)oxazole), C([O-])([O-])=O.[K+].[K+] (potassium carbonate). The reagents and catalysts are C=1C=CC(=CC1)[P](C=2C=CC=CC2)(C=3C=CC=CC3)[Pd]([P](C=4C=CC=CC4)(C=5C=CC=CC5)C=6C=CC=CC6)([P](C=7C=CC=CC7)(C=8C=CC=CC8)C=9C=CC=CC9)[P](C=1C=CC=CC1)(C=1C=CC=CC1)C=1C=CC=CC1 (tetrakis(triphenylphosphine)palladium(0)). Solvent: COCCOC.O (DME water), O (water). Reaction conditions: temperature 120 celsius, time 30 minute. Product: CC=1N=C2N(C=C(C=C2C2=CN=CO2)C(F)(F)F)C1C(=O)OCC (ethyl 2-methyl-8-(1,3-oxazol-5-yl)-6-(trifluoromethyl)imidazo[1,2-a]pyridine-3-carboxylate). Isolated yield 18.6%. RXN SMILES: Cl[C:2]1[C:3]2[N:4]([C:12]([C:16]([O:18][CH2:19][CH3:20])=[O:17])=[C:13]([CH3:15])[N:14]=2)[CH:5]=[C:6]([C:8]([F:11])([F:10])[F:9])[CH:7]=1.CC1(C)C(C)(C)OB([C:29]2[O:33][C:32]([Si](C(C)C)(C(C)C)C(C)C)=[N:31][CH:30]=2)O1.C(=O)([O-])[O-].[K+].[K+]>COCCOC.O.O.C1C=CC([P]([Pd]([P](C2C=CC=CC=2)(C2C=CC=CC=2)C2C=CC=CC=2)([P](C2C=CC=CC=2)(C2C=CC=CC=2)C2C=CC=CC=2)[P](C2C=CC=CC=2)(C2C=CC=CC=2)C2C=CC=CC=2)(C2C=CC=CC=2)C2C=CC=CC=2)=CC=1>[CH3:15][C:13]1[N:14]=[C:3]2[C:2]([C:29]3[O:33][CH:32]=[N:31][CH:30]=3)=[CH:7][C:6]([C:8]([F:11])([F:10])[F:9])=[CH:5][N:4]2[C:12]=1[C:16]([O:18][CH2:19][CH3:20])=[O:17] |f:2.3.4,5.6,^1:62,64,83,102|. Procedure details: A mixture of ethyl 8-chloro-2-methyl-6-(trifluoromethyl)imidazo[1,2-a]pyridine-3-carboxylate (380 mg), 5-(4,4,5,5-tetramethyl-1,3,2-dioxaborolan-2-yl)-2-(triisopropylsilyl)oxazole (479 mg), tetrakis(triphenylphosphine)palladium(0) (143 mg) and potassium carbonate (343 mg) in DME/water (8/2 mL) was stirred with microwave irradiation at 120° C. for 30 min. The reaction mixture was diluted with water, and extracted with ethyl acetate. The extract was dried over anhydrous magnesium sulfate, and the ...